Task: describe an organic reaction: reactants, conditions, products, and yield. Dataset: the Open Reaction Database (ORD), a public repository of structured organic reaction records Starting materials: NC=1C=C(C=CC1C1=CCC(CC1)(C)C)C(C)=O (1-[3-amino-4-(4,4-dimethyl-cyclohex-1-enyl)-phenyl]-ethanone), [K+].C(#N)C=1N=C(N(C1)COCC[Si](C)(C)C)C(=O)[O-] (4-Cyano-1-(2-trimethylsilanyl-ethoxymethyl)-1H-imidazole-2-carboxylate potassium salt). Run in CCOC(=O)C.CCCCCC (EtOAc hexane). Yields the product C(C)(=O)C=1C=CC(=C(C1)NC(=O)C=1N(C=C(N1)C#N)COCC[Si](C)(C)C)C1=CCC(CC1)(C)C (4-Cyano-1-(2-trimethylsilanyl-ethoxymethyl)-1H-imidazole-2-carboxylic acid [5-acetyl-2-(4,4-dimethyl-cyclohex-1-enyl)-phenyl]-amide). Isolated yield 84.0%. As a reaction SMILES: [NH2:1][C:2]1[CH:3]=[C:4]([C:16](=[O:18])[CH3:17])[CH:5]=[CH:6][C:7]=1[C:8]1[CH2:13][CH2:12][C:11]([CH3:15])([CH3:14])[CH2:10][CH:9]=1.[K+].[C:20]([C:22]1[N:23]=[C:24]([C:35]([O-])=[O:36])[N:25]([CH2:27][O:28][CH2:29][CH2:30][Si:31]([CH3:34])([CH3:33])[CH3:32])[CH:26]=1)#[N:21]>CCOC(C)=O.CCCCCC>[C:16]([C:4]1[CH:5]=[CH:6][C:7]([C:8]2[CH2:13][CH2:12][C:11]([CH3:14])([CH3:15])[CH2:10][CH:9]=2)=[C:2]([NH:1][C:35]([C:24]2[N:25]([CH2:27][O:28][CH2:29][CH2:30][Si:31]([CH3:34])([CH3:33])[CH3:32])[CH:26]=[C:22]([C:20]#[N:21])[N:23]=2)=[O:36])[CH:3]=1)(=[O:18])[CH3:17] |f:1.2,3.4|. Reported procedure: The title compound was prepared by the procedure of Example 11, step (f) using 1-[3-amino-4-(4,4-dimethyl-cyclohex-1-enyl)-phenyl]-ethanone (as prepared in the previous step, 243 mg, 1.00 mmol) and potassium 4-cyano-1-(2-trimethylsilanyl-ethoxymethyl)-1H-imidazole-2-carboxylate (as prepared in Example 11, step (d), 321 mg, 1.05 mmol). Silica gel chromatography (5-15% EtOAc/hexane) afforded the title compound (415 mg, 84%) as a white solid. Mass spectrum (ESI, m/z): Calcd. for C27H36N4O3Si, 493.3... Reactants: C1(=CC=C(C=C1)S(=O)(=O)Cl)C (p-Toluenesulfonyl chloride), CNC(OC1=CC(=C(C=C1)N)C)=O (3-methyl-4-aminophenyl N-methylcarbamate), O (water). Solvent: N1=CC=CC=C1 (pyridine). The product is CNC(OC1=CC(=C(C=C1)NS(=O)(=O)C1=CC=C(C=C1)C)C)=O (3-methyl-4-(p-toluenesulfonamido)phenyl N-methylcarbamate). RXN SMILES: [C:1]1([CH3:11])[CH:6]=[CH:5][C:4]([S:7](Cl)(=[O:9])=[O:8])=[CH:3][CH:2]=1.[CH3:12][NH:13][C:14](=[O:24])[O:15][C:16]1[CH:21]=[CH:20][C:19]([NH2:22])=[C:18]([CH3:23])[CH:17]=1.O>N1C=CC=CC=1>[CH3:12][NH:13][C:14](=[O:24])[O:15][C:16]1[CH:21]=[CH:20][C:19]([NH:22][S:7]([C:4]2[CH:5]=[CH:6][C:1]([CH3:11])=[CH:2][CH:3]=2)(=[O:9])=[O:8])=[C:18]([CH3:23])[CH:17]=1. Procedure details: p-Toluenesulfonyl chloride (2.1g., 0.011 mole) was added portionwise to a solution of 3-methyl-4-aminophenyl N-methylcarbamate (1.8g., 0.01 mole) in pyridine (15 ml.). An exotherm to about 45° C. resulted and warming was continued at 48° C. for a short time. An excess of water was added and upon stirring and cooling, the product crystallized. The filtered product (3.1g.) was recrystallized from ethanol/water to give material with m.p. 181°-83.5° C.